describe an organic reaction: reactants, conditions, products, and yield From a dataset of the Open Reaction Database (ORD), a public repository of structured organic reaction records. Starting materials: CC[Si](CC)(CC)B1OC(C)(C)C(C)(C)O1 (effective_coupling_partner), Cc2cc(OC(=O)C(C)(C)C)c1ccccc1n2 (substrate). The reagents and catalysts are PCy3. Reaction conditions: temperature 50 celsius, time 8.5 hour. Product: CC[Si](CC)(CC)c1cc(C)nc2ccccc12. Starting materials: N#CN1CCC2(CC1)CN(c1ccccc1[N+](=O)[O-])c1ccccc12, CC(=O)O, Cl, [Na+], [OH-]. Product: Cl, O=[N+]([O-])c1ccccc1N1CC2(CCNCC2)c2ccccc21. As a reaction SMILES: [C:1](#[N:2])[N:3]1[CH2:4][CH2:5][C:6]2([CH2:7][N:8]([c:15]3[c:16]([N+:21](=[O:22])[O-:23])[cH:17][cH:18][cH:19][cH:20]3)[c:9]3[cH:10][cH:11][cH:12][cH:13][c:14]32)[CH2:24][CH2:25]1.[CH3:29][C:30](=[O:31])[OH:32].[ClH:26].[Na+:28].[OH-:27]>>[ClH:26].[NH:3]1[CH2:4][CH2:5][C:6]2([CH2:7][N:8]([c:15]3[c:16]([N+:21](=[O:22])[O-:23])[cH:17][cH:18][cH:19][cH:20]3)[c:9]3[cH:10][cH:11][cH:12][cH:13][c:14]32)[CH2:24][CH2:25]1.